Dataset: the Open Reaction Database (ORD), a public repository of structured organic reaction records. Task: describe an organic reaction: reactants, conditions, products, and yield Reactants: CN(C(C)C=1C=CC2=C(N(C(C=3CCCNC23)=O)COC)C1)C (8-[1-(Dimethylamino)ethyl]-6-(methoxymethyl)-1,2,3,4-tetrahydrobenzo[h][1,6]naphthyridine-5(6H)-one), Cl (hydrochloric acid). Run in C(C)O (ethanol). Run at temperature 80 celsius, time 8 hour. Yields the product Cl.Cl.CN(C(C)C=1C=CC2=C(NC(C=3CCCNC23)=O)C1)C (8-[1-(Dimethylamino)ethyl]-1,2,3,4-tetrahydrobenzo[h][1,6]naphthyridine-5(6H)-one dihydrochloride). The yield is 86.0%. As a reaction SMILES: [CH3:1][N:2]([CH3:23])[CH:3]([C:5]1[CH:6]=[CH:7][C:8]2[C:17]3[NH:16][CH2:15][CH2:14][CH2:13][C:12]=3[C:11](=[O:18])[N:10](COC)[C:9]=2[CH:22]=1)[CH3:4].[ClH:24]>C(O)C>[ClH:24].[ClH:24].[CH3:23][N:2]([CH3:1])[CH:3]([C:5]1[CH:6]=[CH:7][C:8]2[C:17]3[NH:16][CH2:15][CH2:14][CH2:13][C:12]=3[C:11](=[O:18])[NH:10][C:9]=2[CH:22]=1)[CH3:4] |f:3.4.5|. Procedure details: The compound (15 mg, 0.05 mmol) prepared in step 6 was dissolved in ethanol (4 ml) and added with conc. hydrochloric acid (0.5 ml). The mixture was stirred overnight at 80° C. and the precipitate was collected by filteration to obtain the title compound (14 mg, yield: 86%, yellow solid). As a reaction SMILES: [CH3:1][CH:2]([CH2:3][CH2:4][O:5][c:6]1[cH:7][cH:8][c:9]([S:12](=[O:13])(=[O:14])[O-:15])[cH:10][cH:11]1)[CH3:16].[CH3:22][N:23]([CH3:24])[CH:25]=[O:26].[Na+:17].[S:18]([Cl:19])([Cl:20])=[O:21]>>[CH3:1][CH:2]([CH2:3][CH2:4][O:5][c:6]1[cH:7][cH:8][c:9]([S:12](=[O:13])(=[O:14])[Cl:20])[cH:10][cH:11]1)[CH3:16]. Product: CC(C)CCOc1ccc(S(=O)(=O)Cl)cc1. Reactants: CC(C)CCOc1ccc(S(=O)(=O)[O-])cc1, CN(C)C=O, [Na+], O=S(Cl)Cl.